The task is: describe an organic reaction: reactants, conditions, products, and yield. This data is from the Open Reaction Database (ORD), a public repository of structured organic reaction records. The reactants are solution, C[Si](NC1=C(C=CC=C1C(=O)OC)F)(C)C (N-trimethylsilyl-2-fluoro-6-methoxycarbonylaniline), CS(=O)C (dimethyl sulfoxide), BrC1=CN=C(C=2N1N=C(N2)S(=O)(=O)Cl)Br (5,8-dibromo-2-chlorosulfonyl[1,2,4]triazolo[1,5-a]pyrazine). Run in C(C)#N (acetonitrile), C(C)#N (acetonitrile). Reaction conditions: time 1 hour. Product: FC1=C(C(=CC=C1)C(=O)OC)NS(=O)(=O)C1=NN2C(C(=NC=C2Br)Br)=N1 (N-(2-Fluoro-6-methoxycarbonylphenyl)-5,8-dibromo[1,2,4]triazolo[1,5-a]pyrazine-2-sulfonamide). Reaction SMILES: [Br:1][C:2]1[N:7]2[N:8]=[C:9]([S:11](Cl)(=[O:13])=[O:12])[N:10]=[C:6]2[C:5]([Br:15])=[N:4][CH:3]=1.C[Si](C)(C)[NH:18][C:19]1[C:24]([C:25]([O:27][CH3:28])=[O:26])=[CH:23][CH:22]=[CH:21][C:20]=1[F:29].CS(C)=O>C(#N)C>[F:29][C:20]1[CH:21]=[CH:22][CH:23]=[C:24]([C:25]([O:27][CH3:28])=[O:26])[C:19]=1[NH:18][S:11]([C:9]1[N:10]=[C:6]2[C:5]([Br:15])=[N:4][CH:3]=[C:2]([Br:1])[N:7]2[N:8]=1)(=[O:13])=[O:12]. Reported procedure: A solution of 0.75 g (20 mmol) of 5,8-dibromo-2-chlorosulfonyl[1,2,4]triazolo[1,5-a]pyrazine in 8 mL of dry acetonitrile was placed in a flask equipped with a drying tube and was treated sequentially with 6.0 mL (6.0 mmol) of a 1M solution of N-trimethylsilyl-2-fluoro-6-methoxycarbonylaniline in acetonitrile and 25 μL (0.35 mmol) of dimethyl sulfoxide at room temperature with stirring. The reaction became progressively darker and after 1 hour, the volatiles were removed by evaporation under redu...